Dataset: the Open Reaction Database (ORD), a public repository of structured organic reaction records. Task: describe an organic reaction: reactants, conditions, products, and yield Reactants: C[Al](C)C, CS(=O)(=O)c1ccc(N)cc1, Cc1ccccc1, ClC(Cl)Cl, N#Cc1ccc(Cl)cc1. Product: CS(=O)(=O)c1ccc(NC(=N)c2ccc(Cl)cc2)cc1. As a reaction SMILES: [CH3:12][Al:13]([CH3:14])[CH3:15].[CH3:1][S:2](=[O:3])(=[O:4])[c:5]1[cH:6][cH:7][c:8]([NH2:9])[cH:10][cH:11]1.[CH3:25][c:26]1[cH:27][cH:28][cH:29][cH:30][cH:31]1.[CH:32]([Cl:33])([Cl:34])[Cl:35].[Cl:16][c:17]1[cH:18][cH:19][c:20]([C:21]#[N:22])[cH:23][cH:24]1>>[CH3:1][S:2](=[O:3])(=[O:4])[c:5]1[cH:6][cH:7][c:8]([NH:9][C:21]([c:20]2[cH:19][cH:18][c:17]([Cl:16])[cH:24][cH:23]2)=[NH:22])[cH:10][cH:11]1. Reactants: ClC1=CC=C(C=C1)S(=O)(=O)N[C@@H]1[C@@H](CCCC1)C(=O)N (cis-2-(4-chlorobenzenesulfonylamino)-cyclohexanecarboxylic acid amide), BrCC1=CC=C(C=C1)F (1-bromomethyl-4-fluoro-benzene). Reported procedure: The titled compound (178 mg) was prepared in 67% yield from cis-2-(4-chlorobenzenesulfonylamino)-cyclohexanecarboxylic acid amide and 1-bromomethyl-4-fluoro-benzene according to the procedure described in Example 11: 1H NMR (DMSO-d6) δ 7.74 (d, 2 H, J=8.0 Hz), 7.60 (d, 2 H, J=8.0 Hz), 7.28 (m, 3 H), 7.05 (m, 2 H), 6.67 (s, 1 H), 4.54 (AB2,2 H,Δv=17,Jab=57 Hz), 3.87 (m, 1 H), 2.76 (m, 1 H), 2.45 (m, 1 H), 1.47 (m, 6 H), 0.97 (m, 1 H); MS m/e 425.02 (M+H)+. The yield is 67.0%. Yields the product ClC1=CC=C(C=C1)S(=O)(=O)N([C@@H]1[C@@H](CCCC1)C(=O)N)CC1=CC=C(C=C1)F (cis-2-[(4-Chlorobenzenesulfonyl)-(4-fluoro-benzyl)-amino]-cyclohexanecarboxylic acid amide). As a reaction SMILES: [Cl:1][C:2]1[CH:7]=[CH:6][C:5]([S:8]([NH:11][C@H:12]2[CH2:17][CH2:16][CH2:15][CH2:14][C@H:13]2[C:18]([NH2:20])=[O:19])(=[O:10])=[O:9])=[CH:4][CH:3]=1.Br[CH2:22][C:23]1[CH:28]=[CH:27][C:26]([F:29])=[CH:25][CH:24]=1>>[Cl:1][C:2]1[CH:7]=[CH:6][C:5]([S:8]([N:11]([CH2:22][C:23]2[CH:28]=[CH:27][C:26]([F:29])=[CH:25][CH:24]=2)[C@H:12]2[CH2:17][CH2:16][CH2:15][CH2:14][C@H:13]2[C:18]([NH2:20])=[O:19])(=[O:9])=[O:10])=[CH:4][CH:3]=1.